From a dataset of the Open Reaction Database (ORD), a public repository of structured organic reaction records. describe an organic reaction: reactants, conditions, products, and yield Reactants: [Al+3], COC(=O)c1ccc2ccn(C(C)C)c2c1, CO, [H-], [H-], [H-], [H-], [Li+], [Na+], C1CCOC1, [OH-]. Product: CC(C)n1ccc2ccc(CO)cc21. Reaction SMILES: [Al+3:18].[C:1](=[O:2])([O:3][CH3:4])[c:5]1[cH:6][cH:7][c:8]2[cH:9][cH:10][n:11]([CH:14]([CH3:15])[CH3:16])[c:12]2[cH:13]1.[CH3:23][OH:24].[H-:17].[H-:20].[H-:21].[H-:22].[Li+:19].[Na+:26].[O:27]1[CH2:28][CH2:29][CH2:30][CH2:31]1.[OH-:25]>>[CH2:1]([OH:2])[c:5]1[cH:6][cH:7][c:8]2[cH:9][cH:10][n:11]([CH:14]([CH3:15])[CH3:16])[c:12]2[cH:13]1. Reactants: CNC=1SC(=C(N1)C(=O)OCC)C(C(C)Br)=O (ethyl 2-methylamino-5-(2-bromopropionyl)-4-thiazolecarboxylate), CC=1C=CC(=NC1)N (5-methyl-2-aminopyridine), C([O-])([O-])=O.[K+].[K+] (potassium carbonate). Run in Cl (hydrochloric acid), C(C)(=O)OCC (ethyl acetate), C(C)#N (acetonitrile). The product is C(C)OC(=O)C=1N=C(SC1C=1N=C2N(C=C(C=C2)C)C1C)NC (2-(4-ethoxycarbonyl-2-methylaminothiazol-5-yl)-3,6-dimethylimidazo[1,2-a]pyridine). Yield: 57.4%. As a reaction SMILES: [CH3:1][NH:2][C:3]1[S:4][C:5]([C:13](=O)[CH:14](Br)[CH3:15])=[C:6]([C:8]([O:10][CH2:11][CH3:12])=[O:9])[N:7]=1.[CH3:18][C:19]1[CH:20]=[CH:21][C:22]([NH2:25])=[N:23][CH:24]=1.C(=O)([O-])[O-].[K+].[K+]>C(#N)C.Cl.C(OCC)(=O)C>[CH2:11]([O:10][C:8]([C:6]1[N:7]=[C:3]([NH:2][CH3:1])[S:4][C:5]=1[C:13]1[N:25]=[C:22]2[CH:21]=[CH:20][C:19]([CH3:18])=[CH:24][N:23]2[C:14]=1[CH3:15])=[O:9])[CH3:12] |f:2.3.4|. Procedure: A solution of ethyl 2-methylamino-5-(2-bromopropionyl)-4-thiazolecarboxylate (2.2 g) and 5-methyl-2-aminopyridine (2.6 g) in acetonitrile (80 ml) was refluxed for 2 hours. The reaction mixture was evaporated to afford a residue, which was dissolved in a mixture of 5% hydrochloric acid and ethyl acetate. The separated aqueous solution was adjusted to pH 8.0 with 20% potassium carbonate and extracted with ethyl acetate. The extract was washed with brine and dried over magnesium sulfate. The solven... The reactants are C1(C(CCC1)=O)=O (1,2-cyclopentanedione), [NH4+].[OH-] (NH4OH), Cl.Cl.NCC(=N)N (aminoacetamidine dihydrochloride), EtOAc hexanes, [NH4+].[OH-] (NH4OH). Solvent: Cl (HCl), C(C)O (ethanol), O (H2O). Product: NC1=CN=C2C(N1)=CC=C2 (2-amino-cyclopent[b]pyrazine). Reaction SMILES: Cl.Cl.[NH2:3][CH2:4][C:5]([NH2:7])=[NH:6].[C:8]1(=O)[CH2:12][CH2:11][CH2:10][C:9]1=O.[NH4+].[OH-]>O.C(O)C.Cl>[NH2:6][C:5]1[NH:7][C:9]2=[CH:10][CH:11]=[CH:12][C:8]2=[N:3][CH:4]=1 |f:0.1.2,4.5|. Procedure details: A solution of aminoacetamidine dihydrochloride (Mengelberg, M. Chem. Ber. 89, 1185 (1956)) (2.4 g, 0.01 mol, 1 equiv.) in H2O (~10 mL) was added dropwise to a cold (0° C.) stirring solution of 1,2-cyclopentanedione (1.0 g, 0.01 mol) in ethanol (8-10 mL). After allowing the reaction mixture to come to room temperature, concentrated NH4OH (aq.) was added slowly until the pH was 8-9. Small amounts of concentrated NH4OH were added as needed in order to maintain a pH of 8-9. When the 1,2-cycopentaned... The reactants are OBO, CC(=O)c1ccc(Br)cc1, CCOc1ccccc1CN(C(=O)c1sc2ccccc2c1Cl)C1CCC(N(C)C(=O)OC(C)(C)C)CC1. As a reaction SMILES: [BH:1]([OH:2])[OH:3].[Br:42][c:43]1[cH:44][cH:45][c:46]([C:49]([CH3:50])=[O:51])[cH:47][cH:48]1.[C:4](=[O:5])([O:6][C:7]([CH3:8])([CH3:9])[CH3:10])[N:11]([CH:12]1[CH2:13][CH2:14][CH:15]([N:18]([C:19](=[O:20])[c:21]2[c:22]([Cl:30])[c:23]3[c:24]([s:25]2)[cH:26][cH:27][cH:28][cH:29]3)[CH2:31][c:32]2[cH:33][cH:34][cH:35][cH:36][c:37]2[O:38][CH2:39][CH3:40])[CH2:16][CH2:17]1)[CH3:41]>>[C:4](=[O:5])([O:6][C:7]([CH3:8])([CH3:9])[CH3:10])[N:11]([CH:12]1[CH2:13][CH2:14][CH:15]([N:18]([C:19](=[O:20])[c:21]2[c:22]([Cl:30])[c:23]3[c:24]([s:25]2)[cH:26][cH:27][cH:28][cH:29]3)[CH2:31][c:32]2[cH:33][c:34](-[c:43]3[cH:44][cH:45][c:46]([C:49]([CH3:50])=[O:51])[cH:47][cH:48]3)[cH:35][cH:36][c:37]2[O:38][CH2:39][CH3:40])[CH2:16][CH2:17]1)[CH3:41]. Product: CCOc1ccc(-c2ccc(C(C)=O)cc2)cc1CN(C(=O)c1sc2ccccc2c1Cl)C1CCC(N(C)C(=O)OC(C)(C)C)CC1. Starting materials: C(CCC)[Li] (n-butyl lithium), C(CC)I (n-propyl iodide), C1=CC=CC=2C3=CC=CC=C3C(C12)C(=O)O (9-fluorenecarboxylic acid), C (Darco), C(CC)I (n-propyl iodide). Run in C(C)O (ethanol), CCCCCC (hexane), C1CCOC1 (THF). Run at temperature 0 celsius, time 6 hour. Product: C(CC)C1(C2=CC=CC=C2C=2C=CC=CC12)C(=O)O (9-Propyl-9H-fluorene-9-carboxylic acid). The yield is 73.0%. As a reaction SMILES: [CH:1]1[C:13]2[CH:12]([C:14]([OH:16])=[O:15])[C:11]3[C:6](=[CH:7][CH:8]=[CH:9][CH:10]=3)[C:5]=2[CH:4]=[CH:3][CH:2]=1.[CH2:17]([Li])[CH2:18][CH2:19]C.C(I)CC.C>C1COCC1.CCCCCC.C(O)C>[CH2:17]([C:12]1([C:14]([OH:16])=[O:15])[C:13]2[CH:1]=[CH:2][CH:3]=[CH:4][C:5]=2[C:6]2[C:11]1=[CH:10][CH:9]=[CH:8][CH:7]=2)[CH2:18][CH3:19]. Procedure details: A solution of 9-fluorenecarboxylic acid (12 g, 57 mmol) in 250 ml of THF was cooled to 0° C. under an argon atmosphere and 2 equiv. (71.25 ml) of a 1.6M n-butyl lithium solution in hexane was added followed by the addition of n-propyl iodide (7.5 ml, 13.1 g, 77 mmol). The reaction mixture was stirred at 0° C. for 6 hrs. An additional 1 ml of n-propyl iodide was added and the reaction stirred for 4 hrs at 0° C. The reaction was quenched by adding 75 ml of water and the pH was adjusted to pH 1 wit... The reactants are ClN1C(CCC1=O)=O (N-chlorosuccinimide), ClN1C(CCC1=O)=O (N-Chlorosuccinimide), ClC1=CC=C2C=CC(=NC2=C1)C (7-chloroquinaldine), C(C1=CC=CC=C1)(=O)OOC(C1=CC=CC=C1)=O (dibenzoyl peroxide). Run in C(Cl)(Cl)(Cl)Cl (carbon tetrachloride). Product: ClC1=CC=C2C=CC(=NC2=C1)CCl (7-Chloro-2-chloromethylquinoline). As a reaction SMILES: [Cl:1]N1C(=O)CCC1=O.[Cl:9][C:10]1[CH:19]=[C:18]2[C:13]([CH:14]=[CH:15][C:16]([CH3:20])=[N:17]2)=[CH:12][CH:11]=1.C(OOC(=O)C1C=CC=CC=1)(=O)C1C=CC=CC=1>C(Cl)(Cl)(Cl)Cl>[Cl:9][C:10]1[CH:19]=[C:18]2[C:13]([CH:14]=[CH:15][C:16]([CH2:20][Cl:1])=[N:17]2)=[CH:12][CH:11]=1. Procedure details: N-Chlorosuccinimide (3.0 g, 22.5 mmol) was added in portions over 1 hour to a stirred solution of 7-chloroquinaldine (3.3 g, 18.5 mmol) and dibenzoyl peroxide (0.1 g) in carbon tetrachloride (100 ml) under reflux. The mixture was heated under reflux for 24 hours adding further N-chlorosuccinimide (0.5 g and 1.0 g) after 3 hours and 20 hours. The mixture was cooled and filtered and the filtrate was extracted with 2M hydrochloric acid (5×40 ml). The extract was basified and re-extracted with dichl... RXN SMILES: [CH3:1][C:2]([CH:3]([C:4](=[O:5])[OH:6])[NH:7][C:8](=[O:9])[c:10]1[n:11][c:12](-[c:20]2[cH:21][cH:22][cH:23][cH:24][cH:25]2)[n:13]2[c:14]1[CH2:15][N:16]([CH3:19])[CH2:17][CH2:18]2)([CH3:26])[CH3:27].[Cl:28][C:29]([C:30]([Cl:31])=[O:32])=[O:33].[Cl:39][CH2:40][Cl:41].[O:34]=[CH:35][N:36]([CH3:37])[CH3:38]>>[CH3:1][C:2]([CH:3]([C:4](=[O:5])[Cl:28])[NH:7][C:8](=[O:9])[c:10]1[n:11][c:12](-[c:20]2[cH:21][cH:22][cH:23][cH:24][cH:25]2)[n:13]2[c:14]1[CH2:15][N:16]([CH3:19])[CH2:17][CH2:18]2)([CH3:26])[CH3:27]. The product is CN1CCn2c(-c3ccccc3)nc(C(=O)NC(C(=O)Cl)C(C)(C)C)c2C1. Starting materials: CN1CCn2c(-c3ccccc3)nc(C(=O)NC(C(=O)O)C(C)(C)C)c2C1, O=C(Cl)C(=O)Cl, ClCCl, CN(C)C=O. Reactants: O=C1c2c(O)cccc2C(Br)c2cccc(O)c21, ClCCl, Sc1ccccc1. Product: O=C1c2c(O)cccc2C(Sc2ccccc2)c2cccc(O)c21. As a reaction SMILES: [Br:1][CH:2]1[c:3]2[cH:4][cH:5][cH:6][c:7]([OH:18])[c:8]2[C:9](=[O:17])[c:10]2[c:11]([OH:16])[cH:12][cH:13][cH:14][c:15]21.[Cl:26][CH2:27][Cl:28].[SH:19][c:20]1[cH:21][cH:22][cH:23][cH:24][cH:25]1>>[CH:2]1([S:19][c:20]2[cH:21][cH:22][cH:23][cH:24][cH:25]2)[c:3]2[cH:4][cH:5][cH:6][c:7]([OH:18])[c:8]2[C:9](=[O:17])[c:10]2[c:11]([OH:16])[cH:12][cH:13][cH:14][c:15]21. The reactants are O=C([O-])[O-], CC#N, CCCI, [K+], [K+], Nc1nc2c(o1)CCC1NCCCC21. Yields the product CCCN1CCCC2c3nc(N)oc3CCC21. As a reaction SMILES: [C:15](=[O:16])([O-:17])[O-:18].[CH3:25][C:26]#[N:27].[I:21][CH2:22][CH2:23][CH3:24].[K+:19].[K+:20].[n:1]1[c:2]([NH2:14])[o:3][c:4]2[c:5]1[CH:6]1[CH2:7][CH2:8][CH2:9][NH:10][CH:11]1[CH2:12][CH2:13]2>>[n:1]1[c:2]([NH2:14])[o:3][c:4]2[c:5]1[CH:6]1[CH2:7][CH2:8][CH2:9][N:10]([CH2:22][CH2:23][CH3:24])[CH:11]1[CH2:12][CH2:13]2.